This data is from the Open Reaction Database (ORD), a public repository of structured organic reaction records. The task is: describe an organic reaction: reactants, conditions, products, and yield Reactants: C1=C(C=CC=2CCCCC12)O (5,6,7,8-Tetrahydro-2-naphthol), CCOCC (ether), [N+](=O)(O)[O-] (nitric acid). The solvent is O (water). Run at time 1 hour. The product is OC1=C(C=2CCCCC2C=C1)[N+](=O)[O-] (2-hydroxy-5,6,7,8-tetrahydro-1-nitronaphthalene). The yield is 32.6%. RXN SMILES: [CH:1]1[C:10]2[CH2:9][CH2:8][CH2:7][CH2:6][C:5]=2[CH:4]=[CH:3][C:2]=1[OH:11].CCOCC.[N+:17]([O-])([OH:19])=[O:18]>O>[OH:11][C:2]1[CH:3]=[CH:4][C:5]2[CH2:6][CH2:7][CH2:8][CH2:9][C:10]=2[C:1]=1[N+:17]([O-:19])=[O:18]. Procedure details: 5,6,7,8-Tetrahydro-2-naphthol (50 g, 0.337 mol) was mixed with ether (400 ml), and the mixture was added dropwise with 60% nitric acid (28 ml, 0.368 mol) while the reaction temperature was kept below 15° C. , and then stirring was continued at 15° to 20° C. for 1 hour. The reaction mixture was added with water (500 ml) and extracted with ethyl acetate, and the extract was washed with saturated brine and dried over anhydrous sodium sulfate, and then the solvent was evaporated. The residue was pur... Starting materials: CC1=CC=C(C=C1)C(CCCCl)=O (1-(4-methylphenyl)-4-chloro-butan-1-one), C1(=CC=CC=C1)C(CCCCl)=O (1-phenyl-4-chloro-butan-1-one), CNC(NN)=S (4-methyl-thiosemicarbazide), C1(=CC=CC=C1)NC(NN)=S (4-phenyl-thiosemicarbazide), C(C=C)NC(NN)=S (4-allyl-thiosemicarbazide), C1(=CC=CC=C1)C(CCCCl)=O (1-phenyl-4-chlorobutan-1-one). The product is 2-propenyl-1H-pyrrolo[1,2-b][1,2,4]triazole-2(3H)-thione, C1(=CC=CC=C1)N1C2(N(NC1=S)CCC2)C2=CC=CC=C2 (5,6,7,7a-tetrahydro-1,7a-diphenyl-1H-pyrrolo[1,2-b][1,2,4]triazole-2(3H)-thione), CC1=CC=C(C=C1)C12N(NC(N1C)=S)CCC2 (7a-(4-methylphenyl)-tetrahydro-1-methyl-1H-pyrrolo[1,2-b][1,2,4]triazole-2(3H)-thione). Reaction SMILES: [CH2:1]([NH:4][C:5](=[S:8])[NH:6][NH2:7])C=C.[C:9]1([C:15](=O)[CH2:16][CH2:17][CH2:18]Cl)[CH:14]=[CH:13][CH:12]=[CH:11][CH:10]=1.[C:21]1([NH:27][C:28](=[S:31])[NH:29][NH2:30])[CH:26]=[CH:25][CH:24]=[CH:23][CH:22]=1.CNC(=S)NN.[CH3:38][C:39]1[CH:44]=[CH:43][C:42]([C:45](=O)[CH2:46][CH2:47][CH2:48]Cl)=[CH:41][CH:40]=1>>[C:21]1([N:27]2[C:28](=[S:31])[NH:29][N:30]3[CH2:18][CH2:17][CH2:16][C:15]23[C:9]2[CH:14]=[CH:13][CH:12]=[CH:11][CH:10]=2)[CH:22]=[CH:23][CH:24]=[CH:25][CH:26]=1.[CH3:38][C:39]1[CH:44]=[CH:43][C:42]([C:45]23[CH2:46][CH2:47][CH2:48][N:7]2[NH:6][C:5](=[S:8])[N:4]3[CH3:1])=[CH:41][CH:40]=1. Procedure: Analogously to the procedure of Example 1, 5,6,7,7a-tetrahydro-1-(2-propenyl-1H-pyrrolo[1,2-b][1,2,4]triazole-2(3H)-thione, 5,6,7,7a-tetrahydro-1,7a-diphenyl-1H-pyrrolo[1,2-b][1,2,4]triazole-2(3H)-thione, 7a-(4-methylphenyl)-tetrahydro-1-methyl-1H-pyrrolo[1,2-b][1,2,4]triazole-2(3H)-thione are prepared by reacting, respectively, 4-allyl-thiosemicarbazide with 1-phenyl-4-chloro-butan-1-one, 4-phenyl-thiosemicarbazide with 1-phenyl-4-chlorobutan-1-one and 4-methyl-thiosemicarbazide with 1-(4-methy... Starting materials: Nc1nc(Cl)c([N+](=O)[O-])c(=O)[nH]1, [Na+], [Na+], O=C([O-])[O-], C1COCCO1, O, OB(O)c1ccco1. The product is Nc1nc(-c2ccco2)c([N+](=O)[O-])c(=O)[nH]1. Reaction SMILES: [NH2:1][c:2]1[n:3][c:4]([Cl:12])[c:5]([N+:9](=[O:10])[O-:11])[c:6](=[O:8])[nH:7]1.[Na+:21].[Na+:22].[O-:23][C:24](=[O:25])[O-:26].[O:27]1[CH2:28][CH2:29][O:30][CH2:31][CH2:32]1.[OH2:33].[o:13]1[c:14]([B:18]([OH:19])[OH:20])[cH:15][cH:16][cH:17]1>>[NH2:1][c:2]1[n:3][c:4](-[c:14]2[o:13][cH:17][cH:16][cH:15]2)[c:5]([N+:9](=[O:10])[O-:11])[c:6](=[O:8])[nH:7]1. Starting materials: CC=1N=CN2C(=NN=CC21)SC (8-methyl-4-(methylthio)-imidazo[1,5-d]-as-triazine), CNCCNC (dimethylethylenediamine), C(C)NCCNCC (diethylethylenediamine), CSC1=NN=CC=2N1C=NC2 (4-(methylthio)-imidazo[1,5-d]-as-triazine). Yields the product CC=1N=CN2C(=NN=CC21)NCCN(CC)CC (8-Methyl-4-[(2-diethylaminoethyl)amino]-imidazo[1,5-d]-as-triazine). RXN SMILES: [CH3:1][C:2]1[N:3]=[CH:4][N:5]2[C:10]=1[CH:9]=[N:8][N:7]=[C:6]2SC.C([NH:15][CH2:16][CH2:17][NH:18][CH2:19][CH3:20])C.CSC1N2C=NC=[C:27]2[CH:26]=NN=1.CNCCNC>>[CH3:1][C:2]1[N:3]=[CH:4][N:5]2[C:10]=1[CH:9]=[N:8][N:7]=[C:6]2[NH:15][CH2:16][CH2:17][N:18]([CH2:19][CH3:20])[CH2:26][CH3:27]. Procedure: The procedure of Example 41 is repeated substituting equimolecular amounts of 8-methyl-4-(methylthio)-imidazo[1,5-d]-as-triazine and unsymmetrical diethylethylenediamine for the 4-(methylthio)-imidazo[1,5-d]-as-triazine and unsymmetrical dimethylethylenediamine employed in that example. Starting materials: CCOC(=O)C(C)N, O=C(O)c1cccc2c3c([nH]c12)CCC3, CCN=C=NCCCN(C)C, CCN(C(C)C)C(C)C, ClCCl, Cl, On1nnc2ccccc21. Yields the product CCOC(=O)C(C)NC(=O)c1cccc2c3c([nH]c12)CCC3. Reaction SMILES: [CH2:16]([CH3:17])[O:18][C:19]([CH:20]([NH2:21])[CH3:22])=[O:23].[CH2:1]1[CH2:2][CH2:3][c:4]2[nH:5][c:6]3[c:7]([C:13](=[O:14])[OH:15])[cH:8][cH:9][cH:10][c:11]3[c:12]21.[CH3:25][N:26]([CH3:27])[CH2:28][CH2:29][CH2:30][N:31]=[C:32]=[N:33][CH2:34][CH3:35].[CH:46]([N:47]([CH:48]([CH3:49])[CH3:50])[CH2:51][CH3:52])([CH3:53])[CH3:54].[Cl:55][CH2:56][Cl:57].[ClH:24].[OH:36][n:37]1[c:38]2[cH:39][cH:40][cH:41][cH:42][c:43]2[n:44][n:45]1>>[CH2:1]1[CH2:2][CH2:3][c:4]2[nH:5][c:6]3[c:7]([C:13](=[O:15])[NH:21][CH:20]([C:19]([O:18][CH2:16][CH3:17])=[O:23])[CH3:22])[cH:8][cH:9][cH:10][c:11]3[c:12]21. The reactants are C(=O)(O)C=NC=1C(C(=O)O)=CC=C(C1)Cl (N-carboxymethylene-4-chloroanthranilic acid), C(C)O (ethanol), S(O)(O)(=O)=O (sulfuric acid), S(O)(O)(=O)=O (sulfuric acid). Conditions: time 10 hour. The product is C(=O)(OCC)C=NC=1C(C(=O)O)=CC=C(C1)Cl (N-carboethoxymethylene-4-chloro-anthranilic acid). Yield: 67.7%. Reaction SMILES: [C:1]([CH:4]=[N:5][C:6]1[C:7](=[CH:11][CH:12]=[C:13]([Cl:15])[CH:14]=1)[C:8]([OH:10])=[O:9])([OH:3])=[O:2].S(=O)(=O)(O)O.[CH2:21](O)[CH3:22]>>[C:1]([CH:4]=[N:5][C:6]1[C:7](=[CH:11][CH:12]=[C:13]([Cl:15])[CH:14]=1)[C:8]([OH:10])=[O:9])([O:3][CH2:21][CH3:22])=[O:2]. Reported procedure: 74.5 g (324.8 mmol) of N-carboxymethylene-4-chloroanthranilic acid are suspended in 1660 g of ethanol, 2.9 g (2.96 mmol) of concentrated sulfuric acid are added and the mixture is heated at the boiling point for 10 hours. After a reaction time of 5 hours, the same amount of sulfuric acid is again added. After 10 hours, the ethanol is distilled off and the product which precipitates out is filtered off in the cold and washed with cold ethanol. 55.5 g (0.22 mol, 73%) of N-carboethoxymethylene-4-ch...